From a dataset of the Open Reaction Database (ORD), a public repository of structured organic reaction records. describe an organic reaction: reactants, conditions, products, and yield Reactants: C(C)C1=NC2=CC=C(C=C2C=C1CO)OC ((2-ethyl-6-methoxyquinolin-3-yl)-methanol), C(C)C1=NC2=CC=C(C=C2C=C1CO)OC ((2-Ethyl-6-methoxyquinolin-3-yl)-methanol), O=S(Cl)Cl (SOCl2). Run in C(Cl)Cl (CH2Cl2). Conditions: time 2 hour. Product: Cl.ClCC=1C(=NC2=CC=C(C=C2C1)OC)CC (3-Chloromethyl-2-ethyl-6-methoxyquinoline hydrochloride). Yield: 100.0%. Reaction SMILES: [CH2:1]([C:3]1[C:12]([CH2:13]O)=[CH:11][C:10]2[C:5](=[CH:6][CH:7]=[C:8]([O:15][CH3:16])[CH:9]=2)[N:4]=1)[CH3:2].O=S(Cl)[Cl:19]>C(Cl)Cl>[ClH:19].[Cl:19][CH2:13][C:12]1[C:3]([CH2:1][CH3:2])=[N:4][C:5]2[C:10]([CH:11]=1)=[CH:9][C:8]([O:15][CH3:16])=[CH:7][CH:6]=2 |f:3.4|. Procedure details: To a solution of (2-ethyl-6-methoxyquinolin-3-yl)-methanol SMA 44008 (150 mg, 0.69 mmol) in dry CH2Cl2 (20 mL) at 0° C. under N2 in a 50 mL round-bottomed flask equipped with a magnetic stirrer was added dropwise SOCl2 (1.0 mL, 13.8 mmol) and the mixture was stirred for 2 h at RT. The volatiles were then removed at 40° C. under vacuum and the residue was taken up in CH2Cl2 (20 mL) before concentration back to dryness at 40° C. under vacuum (done 3 times) to give 3-chloromethyl-2-ethyl-6-methoxyq...